This data is from the Open Reaction Database (ORD), a public repository of structured organic reaction records. The task is: describe an organic reaction: reactants, conditions, products, and yield Starting materials: NC1=C(C(=O)NCCN2CCC(CC2)C(C2=CC=C(C=C2)F)=O)C=CC(=C1)F (2-amino-4-fluoro-N-[2-[4-(4-fluorobenzoyl)-1-piperidinyl]ethyl]benzamide), 1,1'-bis[1H-imidazol-1-yl]methanone, O1CCCC1 (tetrahydrofuran). Yields the product FC1=CC=C2C(N(C(NC2=C1)=O)CCN1CCC(CC1)C(C1=CC=C(C=C1)F)=O)=O (7-fluoro-3-[2-[4-(4-fluorobenzoyl)-1-piperidinyl]ethyl]-2,4(1H,3H)-quinazolinedione). Isolated yield 30.0%. Reaction SMILES: [NH2:1][C:2]1[CH:27]=[C:26]([F:28])[CH:25]=[CH:24][C:3]=1[C:4]([NH:6][CH2:7][CH2:8][N:9]1[CH2:14][CH2:13][CH:12]([C:15](=[O:23])[C:16]2[CH:21]=[CH:20][C:19]([F:22])=[CH:18][CH:17]=2)[CH2:11][CH2:10]1)=[O:5].[O:29]1CCC[CH2:30]1>>[F:28][C:26]1[CH:27]=[C:2]2[C:3]([C:4](=[O:5])[N:6]([CH2:7][CH2:8][N:9]3[CH2:14][CH2:13][CH:12]([C:15](=[O:23])[C:16]4[CH:21]=[CH:20][C:19]([F:22])=[CH:18][CH:17]=4)[CH2:11][CH2:10]3)[C:30](=[O:29])[NH:1]2)=[CH:24][CH:25]=1. Procedure: A mixture of 2.2 parts of 2-amino-4-fluoro-N-[2-[4-(4-fluorobenzoyl)-1-piperidinyl]ethyl]benzamide, 1.2 parts of 1,1'-bis[1H-imidazol-1-yl]methanone and 45 parts of tetrahydrofuran is stirred and refluxed for 3 hours. The reaction mixture is cooled and the solvent is evaporated. The residue is boiled in 4-methyl-2-pentanone. The solid product is filtered off and crystallized from N,N-dimethylformamide, yielding 0.8 parts (30%) of 7-fluoro-3-[2-[4-(4-fluorobenzoyl)-1-piperidinyl]ethyl]-2,4(1H,3H)... Starting materials: ClC=1C=CC=C2CCC(CC12)=O (8-Chloro-2-tetralone), C(CCC)NCCCC (dibutylamine), [BH4-].[Na+] (sodium borohydride). Run in C1(=CC=CC=C1)C (toluene). Product: C(CCC)N(C1CC2=C(C=CC=C2CC1)Cl)CCCC (2-Di-n-butylamino-8-chloro-1,2,3,4-tetrahydronaphthalene). Isolated yield 28.7%. Reaction SMILES: [Cl:1][C:2]1[CH:3]=[CH:4][CH:5]=[C:6]2[C:11]=1[CH2:10][C:9](=O)[CH2:8][CH2:7]2.[CH2:13]([NH:17][CH2:18][CH2:19][CH2:20][CH3:21])[CH2:14][CH2:15][CH3:16].[BH4-].[Na+]>C1(C)C=CC=CC=1>[CH2:13]([N:17]([CH2:18][CH2:19][CH2:20][CH3:21])[CH:9]1[CH2:8][CH2:7][C:6]2[C:11](=[C:2]([Cl:1])[CH:3]=[CH:4][CH:5]=2)[CH2:10]1)[CH2:14][CH2:15][CH3:16] |f:2.3|. Procedure: 8-Chloro-2-tetralone (3 gm, 16.6 mMol) in toluene (25 mL) was reacted with dibutylamine (5.6 mL, 33.2 mMol) and sodium borohydride (2.0 gm) as described in Example 2 to give the title compound as a colorless oil (1.4 gm, 29%). The tosylate salt was formed and recrystallization (ethyl acetate) gave a colorless, crystalline solid (m.p.=73°-74° C.). Reactants: NC1=CC=CC=C1 (aniline), C(C)(C)N(C(C)C)CC (N,N-diisopropylethylamine), C1CCOS1(=O)=O (propane sultone). RXN SMILES: [NH2:1][C:2]1[CH:7]=[CH:6][CH:5]=[CH:4][CH:3]=1.[CH:8]([N:11]([CH2:15][CH3:16])[CH:12]([CH3:14])[CH3:13])([CH3:10])[CH3:9].[CH2:17]1[S:21](=[O:23])(=[O:22])[O:20][CH2:19][CH2:18]1>C(#N)C>[S:21]([CH2:17][CH2:18][CH2:19][N:1]([CH2:14][CH2:12][CH2:13][S:21]([O-:23])(=[O:22])=[O:20])[C:2]1[CH:7]=[CH:6][CH:5]=[CH:4][CH:3]=1)([O-:20])(=[O:23])=[O:22].[CH2:15]([NH+:11]([CH:12]([CH3:14])[CH3:13])[CH:8]([CH3:10])[CH3:9])[CH3:16].[CH2:17]([NH+:1]([CH:2]([CH3:3])[CH3:7])[CH:8]([CH3:10])[CH3:9])[CH3:18] |f:4.5.6|. Procedure: A mixture of aniline (7 mmol), N,N-diisopropylethylamine (DIPEA, 18 mmol) and propane sultone (16 mmol) was heated in a pressure tube in 10 mL of acetonitrile at 120-130° C. for 9 h under argon atmosphere. The solvent was evaporated and ethylacetate was added. The precipitated DIPEA bromide was filtered off and the filtrate was evaporated. The residue was treated with ether to give di[ethyl(diisopropyl)ammonium] 3-(3-sulfonatopropylanilino)-1-propanesulfonate as a white or pinky-white solid. Yie... Yield: 94.0%. Run in C(C)#N (acetonitrile). Product: S(=O)(=O)([O-])CCCN(C1=CC=CC=C1)CCCS(=O)(=O)[O-].C(C)[NH+](C(C)C)C(C)C.C(C)[NH+](C(C)C)C(C)C (di[ethyl(diisopropyl)ammonium] 3-(3-sulfonatopropylanilino)-1-propanesulfonate). Reactants: CC(=O)c1cc(OCc2ccccc2)ccc1O, Cc1ccc(S(=O)(=O)OCC2CO2)cc1, [H-], [Na+], CN(C)C=O. The product is CC(=O)c1cc(OCc2ccccc2)ccc1OCC1CO1. RXN SMILES: [CH2:1]([c:2]1[cH:3][cH:4][cH:5][cH:6][cH:7]1)[O:8][c:9]1[cH:10][cH:11][c:12]([OH:18])[c:13]([C:15]([CH3:16])=[O:17])[cH:14]1.[CH3:21][c:22]1[cH:23][cH:24][c:25]([S:26]([O:27][CH2:32][CH:33]2[O:34][CH2:35]2)(=[O:28])=[O:29])[cH:30][cH:31]1.[H-:20].[Na+:19].[O:36]=[CH:37][N:38]([CH3:39])[CH3:40]>>[CH2:1]([c:2]1[cH:3][cH:4][cH:5][cH:6][cH:7]1)[O:8][c:9]1[cH:10][cH:11][c:12]([O:18][CH2:32][CH:33]2[O:34][CH2:35]2)[c:13]([C:15]([CH3:16])=[O:17])[cH:14]1. Starting materials: NC1=C(C=CC=C1)B(O)O (2-Amino-benzeneboronic acid), N#N (N2), C(C)O (ethanol), Na2CO3 decahydrate, COC(CC1=CC(=CC=C1)Br)=O ((3-Bromo-phenyl)-acetic acid methyl ester). Reagents/catalysts: [Pd].C1(=CC=CC=C1)P(C1=CC=CC=C1)C1=CC=CC=C1.C1(=CC=CC=C1)P(C1=CC=CC=C1)C1=CC=CC=C1.C1(=CC=CC=C1)P(C1=CC=CC=C1)C1=CC=CC=C1.C1(=CC=CC=C1)P(C1=CC=CC=C1)C1=CC=CC=C1 (Tetrakis-(triphenylphosphine)-palladium(0)). Run in C1(=CC=CC=C1)C (toluene), C1(=CC=CC=C1)C (toluene). Run at temperature 100 celsius, time 8 hour. The product is COC(CC=1C=C(C=CC1)C1=C(C=CC=C1)N)=O ((2′-Amino-biphenyl-3-yl)-acetic acid methyl ester). Yield: 106.8%. RXN SMILES: N#N.C(O)C.[NH2:6][C:7]1[CH:12]=[CH:11][CH:10]=[CH:9][C:8]=1B(O)O.[CH3:16][O:17][C:18](=[O:27])[CH2:19][C:20]1[CH:25]=[CH:24][CH:23]=[C:22](Br)[CH:21]=1>C1(C)C=CC=CC=1.[Pd].C1(P(C2C=CC=CC=2)C2C=CC=CC=2)C=CC=CC=1.C1(P(C2C=CC=CC=2)C2C=CC=CC=2)C=CC=CC=1.C1(P(C2C=CC=CC=2)C2C=CC=CC=2)C=CC=CC=1.C1(P(C2C=CC=CC=2)C2C=CC=CC=2)C=CC=CC=1>[CH3:16][O:17][C:18](=[O:27])[CH2:19][C:20]1[CH:25]=[C:24]([C:8]2[CH:9]=[CH:10][CH:11]=[CH:12][C:7]=2[NH2:6])[CH:23]=[CH:22][CH:21]=1 |f:5.6.7.8.9|. Reported procedure: (The following reaction is done in an oxygenfree N2 atmosphere.) Add ethanol (0.8 mL), Tetrakis-(triphenylphosphine)-palladium(0) (30 mg, 2.2 mol %) and Na2CO3 decahydrate (944 mg, 3.30 mmol; presolved in 1.2 mL H2O) subsequently to dissolved 2-Amino-benzeneboronic acid (70) (201 mg, 1.30 mmol) in toluene (6.0 mL). Degas the reaction mixture for 5 times and flood with N2 again. Add (3-Bromo-phenyl)-acetic acid methyl ester (69) (270 mg, 1.18 mmol) in toluene (6.0 mL), degas again (5 times) and s... Starting materials: C(OC1=CC=CC=C1)(OC1=CC=CC=C1)=O (diphenyl carbonate), NS(=O)(=O)C1=C(C(=O)OC)C=CC(=C1)I (methyl 2-aminosulfonyl-4-iodobenzoate), CC(C)(C)[O-].[K+] (potassium tert-butylate), NC1=NC(=NC(=N1)OC)C (2-amino-4-methoxy-6-methyl-1,3,5-triazine). Run in CC(=O)N(C)C (DMA), CC(=O)N(C)C (DMA), CC(=O)N(C)C (dimethylacetamide). Yields the product COC1=NC(=NC(=N1)C)NC(=O)NS(=O)(=O)C1=C(C(=O)OC)C=CC(=C1)I (Methyl 2-[[[[(4-methoxy-6-methyl-1,3,5-triazin-2-yl)-amino]-carbonyl]-amino]-sulfonyl]-4-iodobenzoate). RXN SMILES: C[C:2]([O-:5])(C)C.[K+].[NH2:7][C:8]1[N:13]=[C:12]([O:14][CH3:15])[N:11]=[C:10]([CH3:16])[N:9]=1.C(=O)(OC1C=CC=CC=1)OC1C=CC=CC=1.[NH2:33][S:34]([C:37]1[CH:46]=[C:45]([I:47])[CH:44]=[CH:43][C:38]=1[C:39]([O:41][CH3:42])=[O:40])(=[O:36])=[O:35]>CC(N(C)C)=O>[CH3:15][O:14][C:12]1[N:11]=[C:10]([CH3:16])[N:9]=[C:8]([NH:7][C:2]([NH:33][S:34]([C:37]2[CH:46]=[C:45]([I:47])[CH:44]=[CH:43][C:38]=2[C:39]([O:41][CH3:42])=[O:40])(=[O:36])=[O:35])=[O:5])[N:13]=1 |f:0.1|. Procedure: 2.59 g of potassium tert-butylate was added to a suspension of 2.85 g of 2-amino-4-methoxy-6-methyl-1,3,5-triazine in 40 ml of dimethylacetamide (DMA) at room temperature to form a first mixture. A solution of 4.94 g of diphenyl carbonate in 20 ml of DMA was then added dropwise to the first mixture at about 5° C. to form a second mixture. The second mixture was subsequently added dropwise to a solution of 5.00 g of methyl 2-aminosulfonyl-4-iodobenzoate (92.5% pure) in 15 ml of DMA at about 5° C.... Starting materials: CN1CCN(CC1)C=1C=CC2=C(NC(=N2)C2=NN(C=C2NC(N(CCC)CCC)=O)C2OCCCC2)C1 (3-[3-[6-(4-methylpiperazin-1-yl)-1H-benzimidazol-2-yl]-1-(tetrahydropyran-2-yl)-1H-pyrazol-4-yl]-1,1-dipropylurea), solution, Cl (hydrochloric acid). Solvent: O1CCOCC1 (dioxane), aqueous solution, [OH-].[Na+] (NaOH). Yields the product CN1CCN(CC1)C=1C=CC2=C(NC(=N2)C2=NNC=C2NC(N(CCC)CCC)=O)C1 (3-{3-[6-(4-methylpiperazin-1-yl)-1H-benzimidazol-2-yl]-1H-pyrazol-4-yl}-1,1-dipropylurea). The yield is 41.0%. RXN SMILES: [CH3:1][N:2]1[CH2:7][CH2:6][N:5]([C:8]2[CH:9]=[CH:10][C:11]3[N:15]=[C:14]([C:16]4[C:20]([NH:21][C:22](=[O:30])[N:23]([CH2:27][CH2:28][CH3:29])[CH2:24][CH2:25][CH3:26])=[CH:19][N:18](C5CCCCO5)[N:17]=4)[NH:13][C:12]=3[CH:37]=2)[CH2:4][CH2:3]1.Cl>O1CCOCC1.[OH-].[Na+]>[CH3:1][N:2]1[CH2:7][CH2:6][N:5]([C:8]2[CH:9]=[CH:10][C:11]3[N:15]=[C:14]([C:16]4[C:20]([NH:21][C:22](=[O:30])[N:23]([CH2:27][CH2:28][CH3:29])[CH2:24][CH2:25][CH3:26])=[CH:19][NH:18][N:17]=4)[NH:13][C:12]=3[CH:37]=2)[CH2:4][CH2:3]1 |f:3.4|. Procedure: A solution of 190 mg of 3-[3-[6-(4-methylpiperazin-1-yl)-1H-benzimidazol-2-yl]-1-(tetrahydropyran-2-yl)-1H-pyrazol-4-yl]-1,1-dipropylurea in solution in 3.5 mL of a 4N solution of hydrochloric acid in dioxane is stirred at 22° C. for 4 hours. A solid precipitates. The solid is filtered off and washed with dioxane and with isopropyl ether. The solid becomes pasty. Filtrate and precipitate are grouped together with methanol and the mixture is concentrated. The reaction crude is dissolved in a 2N a...